Dataset: the Open Reaction Database (ORD), a public repository of structured organic reaction records. Task: describe an organic reaction: reactants, conditions, products, and yield The product is CC(C)C1NCC(=O)N1CC(N)=O. The reactants are CO, CCOC(=O)CN1C(=O)CNC1C(C)C, N. Reaction SMILES: [CH3:17][OH:18].[CH3:1][CH:2]([CH3:3])[CH:4]1[N:5]([CH2:10][C:11]([O:13][CH2:12][CH3:14])=[O:15])[C:6](=[O:9])[CH2:7][NH:8]1.[NH3:16]>>[CH3:1][CH:2]([CH3:3])[CH:4]1[N:5]([CH2:10][C:11](=[O:13])[NH2:16])[C:6](=[O:9])[CH2:7][NH:8]1. Reactants: O=C1CCC(=O)N1Br, CS(=O)(=O)c1ccc(-c2cccn2-c2ccc(F)cc2)cc1, C1CCOC1, O. Yields the product CS(=O)(=O)c1ccc(-c2ccc(Br)n2-c2ccc(F)cc2)cc1. RXN SMILES: [Br:23][N:24]1[C:25](=[O:26])[CH2:27][CH2:28][C:29]1=[O:30].[F:1][c:2]1[cH:3][cH:4][c:5](-[n:8]2[c:9](-[c:13]3[cH:14][cH:15][c:16]([S:19](=[O:20])(=[O:21])[CH3:22])[cH:17][cH:18]3)[cH:10][cH:11][cH:12]2)[cH:6][cH:7]1.[O:32]1[CH2:33][CH2:34][CH2:35][CH2:36]1.[OH2:31]>>[F:1][c:2]1[cH:3][cH:4][c:5](-[n:8]2[c:9](-[c:13]3[cH:14][cH:15][c:16]([S:19](=[O:20])(=[O:21])[CH3:22])[cH:17][cH:18]3)[cH:10][cH:11][c:12]2[Br:23])[cH:6][cH:7]1. The reactants are C1(=CC=CC2=CC=CC=C12)S(=O)(=O)Cl (1-naphthalene sulfonyl chloride), C(CC(O)(C(=O)O)CC(=O)O)(=O)O (citric acid), [OH-].[Na+] (NaOH), NCC1=CC=C(C(=O)O)C=C1 (4-(aminomethyl)benzoic acid). The solvent is CCOCC (Et2O), C1(=CC=CC=C1)C (Toluene), CC(=O)C (acetone), CC(=O)C (acetone). Run at temperature 40 celsius, time 3 hour. Product: C1(=CC=CC2=CC=CC=C12)S(=O)(=O)NCC1=CC=C(C(=O)O)C=C1 (4-[(Naphthalene-1-sulfonylamino)-methyl]-benzoic acid). RXN SMILES: [OH-].[Na+].[NH2:3][CH2:4][C:5]1[CH:13]=[CH:12][C:8]([C:9]([OH:11])=[O:10])=[CH:7][CH:6]=1.[C:14]1([S:24](Cl)(=[O:26])=[O:25])[C:23]2[C:18](=[CH:19][CH:20]=[CH:21][CH:22]=2)[CH:17]=[CH:16][CH:15]=1.C(O)(=O)CC(CC(O)=O)(C(O)=O)O>CC(C)=O.CCOCC.C1(C)C=CC=CC=1>[C:14]1([S:24]([NH:3][CH2:4][C:5]2[CH:6]=[CH:7][C:8]([C:9]([OH:11])=[O:10])=[CH:12][CH:13]=2)(=[O:26])=[O:25])[C:23]2[C:18](=[CH:19][CH:20]=[CH:21][CH:22]=2)[CH:17]=[CH:16][CH:15]=1 |f:0.1|. Procedure details: 4 N NaOH solution (30 ml) is added to a suspension of 4-(aminomethyl)benzoic acid (5.01 g, 31.82 mmol) in acetone (100 ml). Toluene (100 ml) is added and the reaction is heated at 40° C. to obtain dissolution. The solution is cooled to 0° C. and treated with 1-naphthalene sulfonyl chloride (12 g, 51.35 mmol) in acetone (100 ml) and the resulting reaction mixture is stirred for 3 hours. The reaction is acidified using citric acid and concentrated in vacuo. The residue is taken up in EtOAc and was... The reactants are Cl.BrCCCCO[C@@H]1CC[C@H](CC1)NC (trans-[4-(4-Bromo-butoxy)-cyclohexyl]-methyl-amine hydrochloride), FC1=C(C=CC(=C1)F)S(=O)(=O)Cl (2,4-difluoro-benzenesulfonyl chloride). Product: BrCCCCO[C@@H]1CC[C@H](CC1)N(S(=O)(=O)C1=C(C=C(C=C1)F)F)C (trans-N-[4-(4-Bromo-butoxy)-cyclohexyl]-2,4-difluoro-N-methyl-benzenesulfonamide). As a reaction SMILES: Cl.[Br:2][CH2:3][CH2:4][CH2:5][CH2:6][O:7][C@H:8]1[CH2:13][CH2:12][C@H:11]([NH:14][CH3:15])[CH2:10][CH2:9]1.[F:16][C:17]1[CH:22]=[C:21]([F:23])[CH:20]=[CH:19][C:18]=1[S:24](Cl)(=[O:26])=[O:25]>>[Br:2][CH2:3][CH2:4][CH2:5][CH2:6][O:7][C@H:8]1[CH2:9][CH2:10][C@H:11]([N:14]([CH3:15])[S:24]([C:18]2[CH:19]=[CH:20][C:21]([F:23])=[CH:22][C:17]=2[F:16])(=[O:26])=[O:25])[CH2:12][CH2:13]1 |f:0.1|. Reported procedure: In analogy to example 11.9, trans-[4-(4-Bromo-butoxy)-cyclohexyl]-methyl-amine hydrochloride and 2,4-difluoro-benzenesulfonyl chloride (with 2.1 eq N,N-diisopropylethylamine) were reacted to yield trans-N-[4-(4-Bromo-butoxy)-cyclohexyl]-2,4-difluoro-N-methyl-benzenesulfonamide which was used directly in the next steps see Example 12.57-12.58 and 12.65 and 12.66. Reactants: S(=O)(O)[O-].[Na+] (sodium hydrogen sulfite), C1(C=CC=C2C3=CC=CC=C3C=C12)=O (fluorenone), BrBr (bromine), O (water), BrBr (bromine), crude product. The reagents and catalysts are S(O)(O)(=O)=O (sulfuric acid). The solvent is C1(=CC=CC=C1)C (toluene). Conditions: time 12 hour. The product is BrC=1C(C2=CC3=CC=CC=C3C2=CC1)=O (2-bromofluorenone). Yield: 92.9%. Reaction SMILES: [C:1]1(=[O:14])[C:13]2[C:5]([C:6]3[C:11]([CH:12]=2)=[CH:10][CH:9]=[CH:8][CH:7]=3)=[CH:4][CH:3]=[CH:2]1.O.[Br:16]Br.S([O-])(O)=O.[Na+]>S(=O)(=O)(O)O.C1(C)C=CC=CC=1>[Br:16][C:2]1[C:1](=[O:14])[C:13]2[C:5](=[CH:4][CH:3]=1)[C:6]1[C:11](=[CH:10][CH:9]=[CH:8][CH:7]=1)[CH:12]=2 |f:3.4|. Procedure: In a three-liter flask having four openings equipped with a stirrer, a thermometer, a dropping funnel, and a reflux condenser, respectively, 256 g (1.4 mol) of fluorenone, 1 L of water, three drops of a surfactant, and five drops of sulfuric acid were placed and stirred to mix. By adding 250 g (1.6 mol) of bromine into the mixture, a reaction was started. After the reaction had been conducted at 50° C. for 12 hours, unreacted bromine was decomposed with an aqueous solution of sodium hydrogen sul... Starting materials: C(CC(O)(C(=O)O)CC(=O)O)(=O)O (citric acid), C(C=C)[C@H]1C[C@@H]([C@@]2(N(C1=O)CC1CC1)C(N(C1=CC(=CC=C12)Cl)COCC[Si](C)(C)C)=O)C1=CC(=CC=C1)Cl ((rac) (2′S,3′R,5′S)-5′-allyl-6-chloro-3′-(3-chlorophenyl)-1′-(cyclopropylmethyl)-1-((2-(trimethylsilyl)ethoxy)methyl)spiro[indoline-3,2′-piperidine]-2,6′-dione), I(=O)(=O)(=O)[O-].[Na+] (sodium periodate), O.C(Cl)(Cl)(Cl)Cl.CC#N (H2O CCl4 MeCN). Reagents/catalysts: O.[Ru](Cl)(Cl)Cl (ruthenium(III) chloride hydrate). Conditions: time 19 hour. Product: ClC1=CC=C2C(=C1)N(C([C@@]21N(C([C@H](C[C@@H]1C1=CC(=CC=C1)Cl)CC(=O)O)=O)CC1CC1)=O)COCC[Si](C)(C)C ((rac) 2-((2′S,3′R,5′R)-6-chloro-3′-(3-chlorophenyl)-1′-(cyclopropylmethyl)-2,6′-dioxo-1-((2-(trimethylsilyl)ethoxy)methyl)spiro[indoline-3,2′-piperidine]-5′-yl)acetic acid). Reaction SMILES: [CH2:1]([C@@H:4]1[C:9](=[O:10])[N:8]([CH2:11][CH:12]2[CH2:14][CH2:13]2)[C@:7]2([C:22]3[C:17](=[CH:18][C:19]([Cl:23])=[CH:20][CH:21]=3)[N:16]([CH2:24][O:25][CH2:26][CH2:27][Si:28]([CH3:31])([CH3:30])[CH3:29])[C:15]2=[O:32])[C@@H:6]([C:33]2[CH:38]=[CH:37][CH:36]=[C:35]([Cl:39])[CH:34]=2)[CH2:5]1)[CH:2]=C.I([O-])(=O)(=O)=[O:41].[Na+].C(O)(=O)CC(CC(O)=O)(C(O)=O)O.[OH2:59].C(Cl)(Cl)(Cl)Cl.CC#N>O.[Ru](Cl)(Cl)Cl>[Cl:23][C:19]1[CH:18]=[C:17]2[N:16]([CH2:24][O:25][CH2:26][CH2:27][Si:28]([CH3:30])([CH3:31])[CH3:29])[C:15](=[O:32])[C@:7]3([C@@H:6]([C:33]4[CH:38]=[CH:37][CH:36]=[C:35]([Cl:39])[CH:34]=4)[CH2:5][C@H:4]([CH2:1][C:2]([OH:41])=[O:59])[C:9](=[O:10])[N:8]3[CH2:11][CH:12]3[CH2:14][CH2:13]3)[C:22]2=[CH:21][CH:20]=1 |f:1.2,4.5.6,7.8|. Procedure details: To a rapidly stirred solution of (rac) (2′S,3′R,5′S)-5′-allyl-6-chloro-3′-(3-chlorophenyl)-1′-(cyclopropylmethyl)-1-((2-(trimethylsilyl)ethoxy)methyl)spiro[indoline-3,2′-piperidine]-2,6′-dione (Example 62, Step J) (46 mg, 0.079 mmol) in H2O/CCl4/MeCN (0.75 ml/0.5 mL/0.5 mL) was added sodium periodate (67.2 mg, 0.314 mmol) and ruthenium(III) chloride hydrate (1.771 mg, 7.85 μmol). The reaction mixture was stirred vigorously for 19 h and then acidified (10% citric acid) and filtered through a plug...